Dataset: the Open Reaction Database (ORD), a public repository of structured organic reaction records. Task: describe an organic reaction: reactants, conditions, products, and yield As a reaction SMILES: [CH3:1][N:2]1[C@H:6]2[C@@H:7]([C:19]([O:21][CH3:22])=[O:20])[C@@H:8]([O:10]C(C3C=CC=CC=3)=O)[CH2:9][C@@H:3]1[CH2:4][CH2:5]2.Cl.Cl>O>[CH3:1][N:2]1[C@H:6]2[C@@H:7]([C:19]([O:21][CH3:22])=[O:20])[C@@H:8]([OH:10])[CH2:9][C@@H:3]1[CH2:4][CH2:5]2 |f:0.1|. The solvent is O (water). The reactants are CN1[C@H]2CC[C@@H]1[C@H]([C@H](C2)OC(=O)C=3C=CC=CC3)C(=O)OC.Cl (Cocaine hydrochloride), Cl (hydrochloric acid). The product is CN1[C@H]2CC[C@@H]1[C@H]([C@H](C2)O)C(=O)OC (ecgonine methyl ester). Reported procedure: Cocaine hydrochloride (2.0 g) was dissolved in distilled water (100 ml) and concentrated hydrochloric acid (8.0 ml) and refluxed for 19 hours. After cooling to room temperature, the benzoic acid precipitated and was filtered. The filtrate was washed with chloroform to remove any remaining benzoic acid. The aqueous solution was evaporated to dryness in vacuo. The residue (ecgonine hydrochloride) was esterified by refluxing in methanolic hydrogen chloride (150 ml) for 17 hours. The solvent was rem... The reactants are CC(=O)Nc1ccc(OCC2CO2)cc1, CS(C)=O, NC1CCc2ccccc2C1, O. Yields the product CC(=O)Nc1ccc(OCC(O)CNC2CCc3ccccc3C2)cc1. Reaction SMILES: [C:12]([CH3:13])(=[O:14])[NH:15][c:16]1[cH:17][cH:18][c:19]([O:20][CH2:21][CH:22]2[CH2:23][O:24]2)[cH:25][cH:26]1.[CH3:28][S:29]([CH3:30])=[O:31].[NH2:1][CH:2]1[CH2:3][c:4]2[cH:5][cH:6][cH:7][cH:8][c:9]2[CH2:10][CH2:11]1.[OH2:27]>>[NH:1]([CH:2]1[CH2:3][c:4]2[cH:5][cH:6][cH:7][cH:8][c:9]2[CH2:10][CH2:11]1)[CH2:23][CH:22]([CH2:21][O:20][c:19]1[cH:18][cH:17][c:16]([NH:15][C:12]([CH3:13])=[O:14])[cH:26][cH:25]1)[OH:24]. Reactants: CC(C)(C)OC(=O)NN, CN(C)CCc1c[nH]c2ccc(C=O)cc12, CO. The product is CN(C)CCc1c[nH]c2ccc(C=NNC(=O)OC(C)(C)C)cc12. Reaction SMILES: [C:17]([CH3:18])([CH3:19])([CH3:20])[O:21][C:22](=[O:23])[NH:24][NH2:25].[CH3:1][N:2]([CH2:3][CH2:4][c:5]1[cH:6][nH:7][c:8]2[cH:9][cH:10][c:11]([CH:14]=[O:15])[cH:12][c:13]12)[CH3:16].[CH3:26][OH:27]>>[CH3:1][N:2]([CH2:3][CH2:4][c:5]1[cH:6][nH:7][c:8]2[cH:9][cH:10][c:11]([CH:14]=[N:25][NH:24][C:22]([O:21][C:17]([CH3:18])([CH3:19])[CH3:20])=[O:23])[cH:12][c:13]12)[CH3:16].